This data is from the Open Reaction Database (ORD), a public repository of structured organic reaction records. The task is: describe an organic reaction: reactants, conditions, products, and yield Reactants: CC1=CC=C(C=C1)C1=NNC(C2=CC=CC=C12)=O (4-(4-methylphenyl)-phthalazin-1(2H)-one), C1(=CC=CC=C1)P(=O)(C1=CC=CC=C1)ON (O-(diphenylphosphoryl)hydroxylamine). Yields the product NN1C(C2=CC=CC=C2C(=N1)C1=CC=C(C=C1)C)=O (2-amino-4-(4-methylphenyl)-phthalazin-1(2H)-one). RXN SMILES: [CH3:1][C:2]1[CH:7]=[CH:6][C:5]([C:8]2[C:17]3[C:12](=[CH:13][CH:14]=[CH:15][CH:16]=3)[C:11](=[O:18])[NH:10][N:9]=2)=[CH:4][CH:3]=1.C1(P(O[NH2:34])(C2C=CC=CC=2)=O)C=CC=CC=1>>[NH2:34][N:10]1[N:9]=[C:8]([C:5]2[CH:4]=[CH:3][C:2]([CH3:1])=[CH:7][CH:6]=2)[C:17]2[C:12](=[CH:13][CH:14]=[CH:15][CH:16]=2)[C:11]1=[O:18]. Procedure: 4-(4-methylphenyl)-phthalazin-1(2H)-one was treated with O-(diphenylphosphoryl)hydroxylamine using a method similar to that described in Example 1B to give the title compound. MS (APCI+) M/Z 252 (M+H)+. Reactants: COC(=O)c1ccc(OCc2ccccc2)c(C(N)=O)c1, CO, [H][H]. Yields the product COC(=O)c1ccc(O)c(C(N)=O)c1. RXN SMILES: [CH2:1]([c:2]1[cH:3][cH:4][cH:5][cH:6][cH:7]1)[O:8][c:9]1[c:10]([C:19]([NH2:20])=[O:21])[cH:11][c:12]([C:13](=[O:14])[O:15][CH3:16])[cH:17][cH:18]1.[CH3:24][OH:25].[H:22][H:23]>>[OH:8][c:9]1[c:10]([C:19]([NH2:20])=[O:21])[cH:11][c:12]([C:13](=[O:14])[O:15][CH3:16])[cH:17][cH:18]1. The reactants are BrCC1=C(SC(=C1)Cl)Cl (3-bromomethyl-2,5-dichloro-thiophene), ClC=1SC(=CC1C(=O)O)Cl (2,5-dichlorothiophene-3-carboxylic acid), resultant solution. Run in C1CCOC1 (THF). Conditions: time 1 hour. Yields the product ClC=1SC(=CC1CO)Cl ((2,5-dichloro-thiophen-3-yl)-methanol). As a reaction SMILES: BrCC1C=C(Cl)SC=1Cl.[Cl:10][C:11]1[S:12][C:13]([Cl:19])=[CH:14][C:15]=1[C:16](O)=[O:17]>C1COCC1>[Cl:10][C:11]1[S:12][C:13]([Cl:19])=[CH:14][C:15]=1[CH2:16][OH:17]. Reported procedure: 3-bromomethyl-2,5-dichloro-thiophene: Borane-THF complex (6.009 mL, 6.01 mmol) was added dropwise into a THF (5 mL) solution of 2,5-dichlorothiophene-3-carboxylic acid (296 mg, 1.502 mmol). The resultant solution was stirred at rt under argon overnight. The reaction was quenched with dilute HCl (12 mL) and stirred at rt for 1 h. The reaction was diluted with water and extracted with EtOAc (2×20 mL), washed with NaOH solution and brine, dried (Na2SO4), filtered and evaporated to provide (2,5-dich... Starting materials: N1CCOCC1 (morpholine), C(C)(C)(C)OC(=O)N1CCN(CC1)CC1=CC=C(C=C1)NC1=NC(=NC(=C1C(=O)OCC)C)Cl (Ethyl 4-(4-((4-(tert-butoxycarbonyl)piperazin-1-yl)methyl)phenylamino)-2-chloro-6-methylpyrimidine-5-carboxylate), O (water). The solvent is CN1CCCC1=O (NMP). Conditions: time 45 minute. Yields the product C(C)(C)(C)OC(=O)N1CCN(CC1)CC1=CC=C(C=C1)NC1=NC(=NC(=C1C(=O)OCC)C)N1CCOCC1 (Ethyl 4-(4-((4-(tert-butoxycarbonyl)piperazin-1-yl)methyl)phenylamino)-6-methyl-2-morpholinopyrimidine-5-carboxylate). RXN SMILES: [C:1]([O:5][C:6]([N:8]1[CH2:13][CH2:12][N:11]([CH2:14][C:15]2[CH:20]=[CH:19][C:18]([NH:21][C:22]3[C:27]([C:28]([O:30][CH2:31][CH3:32])=[O:29])=[C:26]([CH3:33])[N:25]=[C:24](Cl)[N:23]=3)=[CH:17][CH:16]=2)[CH2:10][CH2:9]1)=[O:7])([CH3:4])([CH3:3])[CH3:2].[NH:35]1[CH2:40][CH2:39][O:38][CH2:37][CH2:36]1.O>CN1C(=O)CCC1>[C:1]([O:5][C:6]([N:8]1[CH2:13][CH2:12][N:11]([CH2:14][C:15]2[CH:20]=[CH:19][C:18]([NH:21][C:22]3[C:27]([C:28]([O:30][CH2:31][CH3:32])=[O:29])=[C:26]([CH3:33])[N:25]=[C:24]([N:35]4[CH2:40][CH2:39][O:38][CH2:37][CH2:36]4)[N:23]=3)=[CH:17][CH:16]=2)[CH2:10][CH2:9]1)=[O:7])([CH3:4])([CH3:3])[CH3:2]. Procedure details: Ethyl 4-(4-((4-(tert-butoxycarbonyl)piperazin-1-yl)methyl)phenylamino)-2-chloro-6-methylpyrimidine-5-carboxylate (0.6 g, 1.23 mmol) was dissolved in NMP (5 mL), morpholine (0.14 mL) was added and the mixture was stirred at room temperature for 45 minutes. The reaction mixture was poured into water and extracted with EtOAc. The organic layer was washed with water, dried over Na2SO4 and evaporated to give the desired product (0.53 g). 1H NMR (400 MHz, DMSO-d6): δ 10.48 (s, 1H), 7.56 (d, J=8.4 Hz, ... The reactants are [C-]#N.[Na+] (sodium cyanide), C(C1=CC=CC=C1)OCCC(C)=O (4-(benzyloxy)butan-2-one), [C-]#N.[Na+] (sodium cyanide), [Cl-].[NH4+] (ammonium chloride), N (ammonia), [Cl-].[NH4+] (ammonium chloride), N (ammonia). Solvent: C(C)O (ethanol), O (water), O (water), O (water), O (water), C(Cl)Cl (methylene chloride). Reaction conditions: temperature 60 celsius, time 2 hour. Product: NC(C#N)(CCOCC1=CC=CC=C1)C (rac-2-Amino-4-(benzyloxy)-2-methylbutanonitrile). Yield: 90.0%. RXN SMILES: [C-:1]#[N:2].[Na+].[Cl-].[NH4+:5].N.[CH2:7]([O:14][CH2:15][CH2:16][C:17](=O)[CH3:18])[C:8]1[CH:13]=[CH:12][CH:11]=[CH:10][CH:9]=1>O.C(O)C.C(Cl)Cl>[NH2:5][C:17]([CH3:18])([CH2:16][CH2:15][O:14][CH2:7][C:8]1[CH:13]=[CH:12][CH:11]=[CH:10][CH:9]=1)[C:1]#[N:2] |f:0.1,2.3|. Reported procedure: 5.31 g (108.3 mmol) of sodium cyanide in 10 ml of water were admixed with 6.37 g (119.1 mmol) of ammonium chloride (dissolved in 15 ml of warm water) and 9 ml (216.6 mmol) of conc. ammonia in water. Subsequently, 19.3 g (108.3 mmol) of 4-(benzyloxy)butan-2-one, dissolved in 3 ml of ethanol, were added. The mixture was stirred at RT for 15 min and at 60° C. for 2 h. Another 4 g (81.6 mmol) of sodium cyanide, 4.8 g (89.7 mmol) of ammonium chloride and 6.5 ml (156.4 mmol) of conc. ammonia in water ... The reactants are CCOC(=O)c1ccc(CBr)c(C(F)(F)F)c1, O=C([O-])[O-], CN1CCNCC1, [K+], [K+], C1CCOC1. Yields the product CCOC(=O)c1ccc(CN2CCN(C)CC2)c(C(F)(F)F)c1. RXN SMILES: [Br:14][CH2:15][c:16]1[c:17]([C:27]([F:28])([F:29])[F:30])[cH:18][c:19]([C:20](=[O:21])[O:22][CH2:23][CH3:24])[cH:25][cH:26]1.[C:8](=[O:9])([O-:10])[O-:11].[CH3:1][N:2]1[CH2:3][CH2:4][NH:5][CH2:6][CH2:7]1.[K+:12].[K+:13].[O:31]1[CH2:32][CH2:33][CH2:34][CH2:35]1>>[CH3:1][N:2]1[CH2:3][CH2:4][N:5]([CH2:15][c:16]2[c:17]([C:27]([F:28])([F:29])[F:30])[cH:18][c:19]([C:20](=[O:21])[O:22][CH2:23][CH3:24])[cH:25][cH:26]2)[CH2:6][CH2:7]1. The reagents and catalysts are N=1C=C(C(=C2C=CC3=C(N=CC(=C3C)C)C12)C)C, O1B(OC(C)(C)C1(C)C)B2OC(C)(C)C(O2)(C)C, C[OH2+].C[OH2+].C1CC=CCCC=C1.C1CC=CCCC=C1.[Ir].[Ir]. Conditions: temperature 80 celsius, time 48 hour. The yield is 91.0%. Product: ClC1=CC(=CC=2NC(=NC12)C)B3OC(C)(C)C(O3)(C)C. Run in O1CCCC1. The reactants are ClC1=CC=CC=2NC(=NC12)C. Reactants: ClC1=C(C=C(C=C1)[C@@H]1[C@H](O1)CO)F (((2R,3R)-3-(4-Chloro-3-fluorophenyl)oxiran-2-yl)methanol), [Na] (Sodium). The solvent is COCCOC (1,2-dimethoxyethane), CCOCC (ether). Run at temperature 0 celsius, time 3 hour. The product is ClC1=C(C=C(C=C1)[C@H](CCO)O)F ((S)-1-(4-chloro-3-fluorophenyl)propane-1,3-diol). The yield is 98.5%. As a reaction SMILES: [Cl:1][C:2]1[CH:7]=[CH:6][C:5]([C@H:8]2[O:10][C@@H:9]2[CH2:11][OH:12])=[CH:4][C:3]=1[F:13].[Na]>COCCOC.CCOCC>[Cl:1][C:2]1[CH:7]=[CH:6][C:5]([C@@H:8]([OH:10])[CH2:9][CH2:11][OH:12])=[CH:4][C:3]=1[F:13] |^1:13|. Procedure: ((2R,3R)-3-(4-Chloro-3-fluorophenyl)oxiran-2-yl)methanol (10.55 g, 52.07 mmol) was dissolved in 1,2-dimethoxyethane (150 mL) and cooled to 0° C. Sodium bis(2-methohyethoxy) aluminum hydride (“Red-Al”) (17.46 mL, 57.28 mmol) was added dropwise. The mixture was agitated for 3 hours at room temperature, diluted with ether (250 mL) and quenched with HCl solution (20 mL, 6M HCl+60 mL water). After agitating for 30 minutes, the aqueous phase was separated and extracted twice with ethyl acetate. The co...